describe an organic reaction: reactants, conditions, products, and yield From a dataset of the Open Reaction Database (ORD), a public repository of structured organic reaction records. The reactants are COCCN, CCOC(C)=O, CCN(C(C)C)C(C)C, Cn1ncc(Cl)c1-c1cc(NC(=O)c2cccc(C(F)(F)F)c2)ccc1OCC(=O)O, ClCCl. The product is COCCNC(=O)COc1ccc(NC(=O)c2cccc(C(F)(F)F)c2)cc1-c1c(Cl)cnn1C. RXN SMILES: [CH3:41][O:42][CH2:43][CH2:44][NH2:45].[CH3:49][CH2:50][O:51][C:52](=[O:53])[CH3:54].[CH:32]([N:33]([CH2:34][CH3:35])[CH:36]([CH3:37])[CH3:38])([CH3:39])[CH3:40].[Cl:1][c:2]1[cH:3][n:4][n:5]([CH3:31])[c:6]1-[c:7]1[c:8]([O:9][CH2:10][C:11](=[O:12])[OH:13])[cH:14][cH:15][c:16]([NH:18][C:19]([c:20]2[cH:21][c:22]([C:26]([F:27])([F:28])[F:29])[cH:23][cH:24][cH:25]2)=[O:30])[cH:17]1.[Cl:46][CH2:47][Cl:48]>>[Cl:1][c:2]1[cH:3][n:4][n:5]([CH3:31])[c:6]1-[c:7]1[c:8]([O:9][CH2:10][C:11](=[O:12])[NH:45][CH2:44][CH2:43][O:42][CH3:41])[cH:14][cH:15][c:16]([NH:18][C:19]([c:20]2[cH:21][c:22]([C:26]([F:27])([F:28])[F:29])[cH:23][cH:24][cH:25]2)=[O:30])[cH:17]1. The yield is 12.3%. The solvent is N (ammonia). Reactants: C(#N)C1=C(CNC=2C=3N(C=CC2)C(=C(N3)C)C)C(=CC=C1)C (8-(2-cyano-6-methylbenzylamino)-2,3-dimethylimidazo[1,2-a]pyridine), [H][H] (hydrogen). The reagents and catalysts are [Ni] (Raney nickel). Reported procedure: To a solution of 8-(2-cyano-6-methylbenzylamino)-2,3-dimethylimidazo[1,2-a]pyridine (0.42 g, 1.44 mmol) in ammonia saturated ethanol/methanol (10/2.5)(30 ml) was added Raney nickel (50% in water)(0.45 g) The mixture was hydrogenated at room temperature and atmospheric pressure until the uptake of hydrogen ceased. Following filtration through celite, the solvents were evaporated under reduced pressure and the residue was purified by by column chromatography on silica gel using methylene chloride:... Yields the product NCC1=C(CNC=2C=3N(C=CC2)C(=C(N3)C)C)C(=CC=C1)C (8-(2-aminomethyl-6-methylbenzylamino)-2,3-dimethylimidazo[1,2-a]pyridine). As a reaction SMILES: [C:1]([C:3]1[CH:21]=[CH:20][CH:19]=[C:18]([CH3:22])[C:4]=1[CH2:5][NH:6][C:7]1[C:8]2[N:9]([C:13]([CH3:17])=[C:14]([CH3:16])[N:15]=2)[CH:10]=[CH:11][CH:12]=1)#[N:2].[H][H]>N.[Ni]>[NH2:2][CH2:1][C:3]1[CH:21]=[CH:20][CH:19]=[C:18]([CH3:22])[C:4]=1[CH2:5][NH:6][C:7]1[C:8]2[N:9]([C:13]([CH3:17])=[C:14]([CH3:16])[N:15]=2)[CH:10]=[CH:11][CH:12]=1. As a reaction SMILES: [CH3:33][OH:34].[N+:1]([O-:2])(=[O:3])[c:4]1[c:5]([CH2:28][NH:29][CH2:30][CH2:31][CH3:32])[cH:6][c:7]([S:10](=[O:11])[c:12]2[cH:13][c:14]([NH:18][S:19](=[O:20])(=[O:21])[c:22]3[cH:23][cH:24][cH:25][cH:26][cH:27]3)[cH:15][cH:16][cH:17]2)[cH:8][cH:9]1>>[NH2:1][c:4]1[c:5]([CH2:28][NH:29][CH2:30][CH2:31][CH3:32])[cH:6][c:7]([S:10](=[O:11])[c:12]2[cH:13][c:14]([NH:18][S:19](=[O:20])(=[O:21])[c:22]3[cH:23][cH:24][cH:25][cH:26][cH:27]3)[cH:15][cH:16][cH:17]2)[cH:8][cH:9]1. Reactants: CO, CCCNCc1cc(S(=O)c2cccc(NS(=O)(=O)c3ccccc3)c2)ccc1[N+](=O)[O-]. Product: CCCNCc1cc(S(=O)c2cccc(NS(=O)(=O)c3ccccc3)c2)ccc1N. Reactants: Cc1cc(-c2ccncc2)cc(C)c1O, Clc1nc(Cl)c2cn[nH]c2n1, [H-], [Na+], O. The product is Cc1cc(-c2ccncc2)cc(C)c1Oc1nc(Cl)nc2[nH]ncc12. As a reaction SMILES: [CH3:3][c:4]1[c:5]([OH:17])[c:6]([CH3:16])[cH:7][c:8](-[c:10]2[cH:11][cH:12][n:13][cH:14][cH:15]2)[cH:9]1.[Cl:18][c:19]1[c:20]2[c:21]([n:22][c:23]([Cl:25])[n:24]1)[nH:26][n:27][cH:28]2.[H-:1].[Na+:2].[OH2:29]>>[CH3:3][c:4]1[c:5]([O:17][c:19]2[c:20]3[c:21]([n:22][c:23]([Cl:25])[n:24]2)[nH:26][n:27][cH:28]3)[c:6]([CH3:16])[cH:7][c:8](-[c:10]2[cH:11][cH:12][n:13][cH:14][cH:15]2)[cH:9]1.